Task: describe an organic reaction: reactants, conditions, products, and yield. Dataset: the Open Reaction Database (ORD), a public repository of structured organic reaction records Starting materials: C(=O)C1=CC(=C(C#N)C=C1)[N+](=O)[O-] (4-formyl-2-nitrobenzonitrile), CCOC(=O)C (EtOAc). Run in S(O)(O)(=O)=O (sulfuric acid), O (water). Reaction conditions: temperature 100 celsius. Yields the product C(=O)C1=CC(=C(C(=O)O)C=C1)[N+](=O)[O-] (4-formyl-2-nitrobenzoic acid). Reaction SMILES: [CH:1]([C:3]1[CH:10]=[CH:9]C(C#N)=[C:5]([N+:11]([O-:13])=[O:12])[CH:4]=1)=[O:2].CC[O:16][C:17]([CH3:19])=[O:18]>S(=O)(=O)(O)O.O>[CH:1]([C:3]1[CH:10]=[CH:9][C:19]([C:17]([OH:16])=[O:18])=[C:5]([N+:11]([O-:13])=[O:12])[CH:4]=1)=[O:2]. Procedure: A mixture of 4-formyl-2-nitrobenzonitrile (150 mg, 0.85 mmol) in conc. sulfuric acid (2 mL) and water (4 mL) was heated at 100° C. for 13 hours. Followed standard aqueous/EtOAc workup to give Intermediate 73. Reactants: C(C1=CC=CC=C1)(=O)OOC(C1=CC=CC=C1)=O (dibenzoyl peroxide), ClN1C(CCC1=O)=O (N-chlorosuccinimide), ClC=1C=CC=2C(C=3N(N(C2C1)C)C=CC3)=O (7-chloro-5-methylpyrrolo[1,2-b]cinnolin-10(5H)-one), [Al] (aluminum). Solvent: C1CCOC1 (THF). Reaction conditions: time 24 hour. The product is ClC1=CC=C2N1N(C=1C=C(C=CC1C2=O)Cl)C (3,7-Dichloro-5-methylpyrrolo[1,2-b]cinnolin-10(5H)-one). Isolated yield 70.6%. RXN SMILES: [Cl:1][C:2]1[CH:3]=[CH:4][C:5]2[C:6](=[O:16])[C:7]3[N:8]([CH:13]=[CH:14][CH:15]=3)[N:9]([CH3:12])[C:10]=2[CH:11]=1.C(OOC(=O)C1C=CC=CC=1)(=O)C1C=CC=CC=1.[Cl:35]N1C(=O)CCC1=O.[Al]>C1COCC1>[Cl:35][C:13]1[N:8]2[N:9]([CH3:12])[C:10]3[CH:11]=[C:2]([Cl:1])[CH:3]=[CH:4][C:5]=3[C:6](=[O:16])[C:7]2=[CH:15][CH:14]=1. Procedure: To a solution containing 7-chloro-5-methylpyrrolo[1,2-b]cinnolin-10(5H)-one (3.0 g) and a catalytic amount of dibenzoyl peroxide in 50 ml of THF was added portionwise N-chlorosuccinimide (1.74 g) over 15 min. The flask was covered with aluminum foil and the solution stirred at room temperature for 24 hrs. The solution was then concentrated and the residue purified by HPLC (silica, dichloromethane) to give 2.43 g of a yellow powder. This powder was recrystallized from ethanol to give 2.23 g of pa... Starting materials: CC(C)(C)[Si](Cl)(c1ccccc1)c1ccccc1, CNO, CCN(C(C)C)C(C)C, ClCCl, Cl, NO, O. Yields the product CN(O)[Si](c1ccccc1)(c1ccccc1)C(C)(C)C. Reaction SMILES: [C:3]([CH3:4])([CH3:5])([CH3:6])[Si:7]([c:8]1[cH:9][cH:10][cH:11][cH:12][cH:13]1)([c:14]1[cH:15][cH:16][cH:17][cH:18][cH:19]1)[Cl:20].[CH3:31][NH:32][OH:33].[CH:21]([N:22]([CH2:23][CH3:24])[CH:25]([CH3:26])[CH3:27])([CH3:28])[CH3:29].[Cl:34][CH2:35][Cl:36].[ClH:30].[NH2:1][OH:2].[OH2:37]>>[C:3]([CH3:4])([CH3:5])([CH3:6])[Si:7]([c:8]1[cH:9][cH:10][cH:11][cH:12][cH:13]1)([c:14]1[cH:15][cH:16][cH:17][cH:18][cH:19]1)[N:32]([CH3:31])[OH:33]. Reactants: FC1=CC=C(C=C1)C1=C(C=C(C(N1)=O)C#N)C1=CC=C(C=C1)S(=O)(=O)C (1,2-dihydro-6-(4-fluorophenyl)-5-[4-(methylsulfonyl)phenyl]-2-oxo-pyridine-3-carbonitrile), C(C1=CC=CC=C1)Cl (benzyl chloride), CN(C=O)C (dimethylformamide). The reagents and catalysts are C([O-])([O-])=O.[Ag+2] (silver carbonate). The solvent is CC(=O)C (acetone). The product is FC1=CC=C(C=C1)C1=C(C=C(C(=N1)OCC1=CC=CC=C1)C#N)C1=CC=C(C=C1)S(=O)(=O)C (6-(4-Fluorophenyl)-5-[4-(methylsulfonyl)phenyl]-2-(phenylmethoxy)pyridine-3-carbonitrile). As a reaction SMILES: [F:1][C:2]1[CH:7]=[CH:6][C:5]([C:8]2[NH:13][C:12](=[O:14])[C:11]([C:15]#[N:16])=[CH:10][C:9]=2[C:17]2[CH:22]=[CH:21][C:20]([S:23]([CH3:26])(=[O:25])=[O:24])=[CH:19][CH:18]=2)=[CH:4][CH:3]=1.[CH2:27](Cl)[C:28]1[CH:33]=[CH:32][CH:31]=[CH:30][CH:29]=1.CN(C)C=O>CC(C)=O.C(=O)([O-])[O-].[Ag+2]>[F:1][C:2]1[CH:7]=[CH:6][C:5]([C:8]2[N:13]=[C:12]([O:14][CH2:27][C:28]3[CH:33]=[CH:32][CH:31]=[CH:30][CH:29]=3)[C:11]([C:15]#[N:16])=[CH:10][C:9]=2[C:17]2[CH:18]=[CH:19][C:20]([S:23]([CH3:26])(=[O:25])=[O:24])=[CH:21][CH:22]=2)=[CH:4][CH:3]=1 |f:4.5|. Reported procedure: 6-(4-Fluorophenyl)-1,2-dihydro-5-[4-(methylsulfonyl)phenyl]-2-oxo-pyridine-3-carbonitrile (Example 1, Step 6) (200 mg, 0.54 mMol), silver carbonate (150 mg, 0.54 mMol) and benzyl chloride (1 ml) were stirred in acetone (100 ml) and dimethylformamide (25 ml) at room temperature for 48 hours. The mixture was filtered and the filtrate was concentrated to a white solid which was recrystallized from chloroform-methanol: m.p. (DSC): 204.81° C. Anal. Calc'd. for C26H19N2O3SF (458.52): C, 68.11; H, 4.18... Reactants: BrC1=CC(=NC(=C1)N)N (4-bromo-pyridine-2,6-diamine), C1(=C(C(=CC(=C1)C)C)S(=O)(=O)ON)C (O-mesitylene-sulfonylhydroxylamine), O1C=C(C=C1)C=O (3-furaldehyde). RXN SMILES: [Br:1][C:2]1[CH:7]=[C:6]([NH2:8])[N:5]=[C:4]([NH2:9])[CH:3]=1.C1(C)C=C(C)C=C(C)C=1S(O[NH2:22])(=O)=O.[O:24]1[CH:28]=[CH:27][C:26]([CH:29]=O)=[CH:25]1>>[Br:1][C:2]1[CH:7]=[C:6]([NH2:8])[N:5]2[N:22]=[C:29]([C:26]3[CH:27]=[CH:28][O:24][CH:25]=3)[N:9]=[C:4]2[CH:3]=1. Procedure: The title compound, MS m/e (%): 281 (M++2, 100), was prepared in accordance with the general method of example 63 from 4-bromo-pyridine-2,6-diamine, O-mesitylene-sulfonylhydroxylamine, and 3-furaldehyde. The purification was performed with reversed phase HPLC eluting with an acetonitrile/water gradient. The product is BrC1=CC=2N(C(=C1)N)N=C(N2)C2=COC=C2 (7-Bromo-2-furan-3-yl-[1,2,4]triazolo[1,5-a]pyridin-5-ylamine). Reactants: CC(=O)c1ccccc1Br, COC(=O)C(=O)OC, CCOCC, CO, [Na]. The product is COC(=O)C(=O)CC(=O)c1ccccc1Br. RXN SMILES: [Br:12][c:13]1[c:14]([C:19]([CH3:20])=[O:21])[cH:15][cH:16][cH:17][cH:18]1.[C:4]([C:5]([O:7][CH3:6])=[O:8])(=[O:9])[O:10][CH3:11].[CH3:22][CH2:23][O:24][CH2:25][CH3:26].[CH3:2][OH:3].[Na:1]>>[C:4]([C:5](=[O:7])[CH2:20][C:19]([c:14]1[c:13]([Br:12])[cH:18][cH:17][cH:16][cH:15]1)=[O:21])(=[O:9])[O:10][CH3:11].